From a dataset of the Open Reaction Database (ORD), a public repository of structured organic reaction records. describe an organic reaction: reactants, conditions, products, and yield Reactants: ClC=1C=CC(=C(C1)C1OCCO1)[N+](=O)[O-] (2-(5-Chloro-2-nitrophenyl)-1,3-dioxolane), N1CCOCC1 (morpholine), ClCCl (dichloromethane). Reaction SMILES: Cl[C:2]1[CH:3]=[CH:4][C:5]([N+:13]([O-:15])=[O:14])=[C:6]([CH:8]2[O:12][CH2:11][CH2:10][O:9]2)[CH:7]=1.ClCCl.[NH:19]1[CH2:24][CH2:23][O:22][CH2:21][CH2:20]1>>[O:9]1[CH2:10][CH2:11][O:12][CH:8]1[C:6]1[CH:7]=[C:2]([N:19]2[CH2:24][CH2:23][O:22][CH2:21][CH2:20]2)[CH:3]=[CH:4][C:5]=1[N+:13]([O-:15])=[O:14]. Product: O1C(OCC1)C=1C=C(C=CC1[N+](=O)[O-])N1CCOCC1 (4-(3-(1,3-dioxolan-2-yl)-4-nitrophenyl)morpholine). Isolated yield 97.1%. Reported procedure: 2-(5-Chloro-2-nitrophenyl)-1,3-dioxolane (13.4 g, 58.4 mmol) was dissolved in morpholine (150 mL). The mixture was then heated to reflux for 16 hours. Cooling to room temperature, dichloromethane was added. The organic phase was washed with water, dried over anhydrous sodium sulfate, evaporated and purified by silica gel chromatography to afford the product 4-(3-(1,3-dioxolan-2-yl)-4-nitrophenyl)morpholine (15.9 g, yield 97.1%). Reactants: P(=O)(Cl)(Cl)Cl (Phosphoryl trichloride), ClC=1C=NC=C(C1NC1=CC(OC2=C(C(=CC=C12)OC)OCCCCCO)=O)Cl (4-(3,5-Dichloropyridin-4-ylamino)-8-(5-hydroxypentyloxy)-7-methoxy-2H-chromen-2-one), P(=O)(OC)(OC)OC (trimethyl phosphate). Solvent: O (water). Reaction conditions: time 1 hour. The product is P(=O)(OCCCCCOC=1C(=CC=C2C(=CC(OC12)=O)NC1=C(C=NC=C1Cl)Cl)OC)(O)O (5-(4-(3,5-dichloropyridin-4-ylamino)-7-methoxy-2-oxo-2H-chromen-8-yloxy)pentyl dihydrogen phosphate). As a reaction SMILES: P(Cl)(Cl)(Cl)=O.[Cl:6][C:7]1[CH:8]=[N:9][CH:10]=[C:11]([Cl:34])[C:12]=1[NH:13][C:14]1[C:23]2[C:18](=[C:19]([O:26][CH2:27][CH2:28][CH2:29][CH2:30][CH2:31][OH:32])[C:20]([O:24][CH3:25])=[CH:21][CH:22]=2)[O:17][C:16](=[O:33])[CH:15]=1.[P:35](OC)([O:39]C)([O:37]C)=[O:36]>O>[P:35]([OH:39])([OH:37])([O:32][CH2:31][CH2:30][CH2:29][CH2:28][CH2:27][O:26][C:19]1[C:20]([O:24][CH3:25])=[CH:21][CH:22]=[C:23]2[C:18]=1[O:17][C:16](=[O:33])[CH:15]=[C:14]2[NH:13][C:12]1[C:11]([Cl:34])=[CH:10][N:9]=[CH:8][C:7]=1[Cl:6])=[O:36]. Procedure: Phosphoryl trichloride (69.4 mg, 0.46 mmol) was added to a solution of 4-(3,5-dichloropyridin-4-ylamino)-8-(5-hydroxypentyloxy)-7-methoxy-2H-chromen-2-one (100 mg, 0.22 mmol, Example 72) and trimethyl phosphate (2 mL). After 1 h at rt, water (0.5 mL) was added, and the reaction was stirred for an additional 2 h. The solution was directly purified by reverse-phase HPLC to give 5-(4-(3,5-dichloropyridin-4-ylamino)-7-methoxy-2-oxo-2H-chromen-8-yloxy)pentyl dihydrogen phosphate: 1H NMR (400 MHz, DMS... Reactants: C1CCOC1, C=CCOC(Cc1ccc(-c2cccc(N(C)C(=O)NCCCCCCC)c2)cc1)C(=O)OC, CO, CC(=O)O, [Na+], [OH-], O. The product is C=CCOC(Cc1ccc(-c2cccc(N(C)C(=O)NCCCCCCC)c2)cc1)C(=O)O. RXN SMILES: [CH2:37]1[O:38][CH2:39][CH2:40][CH2:41]1.[CH2:3]([CH:4]=[CH2:5])[O:6][CH:7]([C:8](=[O:9])[O:10][CH3:11])[CH2:12][c:13]1[cH:14][cH:15][c:16](-[c:19]2[cH:20][c:21]([N:25]([C:26](=[O:27])[NH:28][CH2:29][CH2:30][CH2:31][CH2:32][CH2:33][CH2:34][CH3:35])[CH3:36])[cH:22][cH:23][cH:24]2)[cH:17][cH:18]1.[CH3:42][OH:43].[CH3:45][C:46](=[O:47])[OH:48].[Na+:2].[OH-:1].[OH2:44]>>[CH2:3]([CH:4]=[CH2:5])[O:6][CH:7]([C:8](=[O:9])[OH:10])[CH2:12][c:13]1[cH:14][cH:15][c:16](-[c:19]2[cH:20][c:21]([N:25]([C:26](=[O:27])[NH:28][CH2:29][CH2:30][CH2:31][CH2:32][CH2:33][CH2:34][CH3:35])[CH3:36])[cH:22][cH:23][cH:24]2)[cH:17][cH:18]1. Conditions: time 4 hour. The solvent is CS(=O)C (dimethylsulphoxide). Reactants: OC1=C(C=CC(=C1CCC)OCC1=CC=C(C=C1)CBr)C(C)=O (1-[2-Hydroxy-3-propyl-4-(4-bromomethylphenylmethoxy)phenyl]ethanone), [S-]C#N.[K+] (potassium thiocyanate). Yields the product OC1=C(C=CC(=C1CCC)OCC1=CC=C(C=C1)CSC#N)C(C)=O (1-[2-Hydroxy-3-propyl-4-(4-thiocyanomethylphenylmethoxy)phenyl]ethanone). Procedure: 1-[2-Hydroxy-3-propyl-4-(4-bromomethylphenylmethoxy)phenyl]ethanone (6.4 g; 0.017 m) and potassium thiocyanate (3.3 g; 0.034 m) were dissolved in dry dimethylsulphoxide (60 ml) and stirred at room temperature for 4 hours. The solution was then poured onto water, stirred and filtered to give a white solid; dried at 60° C. under reduced pressure. Recrystallised from ethanol to give a white crystalline solid m.p. 110°-111° C. RXN SMILES: [OH:1][C:2]1[C:7]([CH2:8][CH2:9][CH3:10])=[C:6]([O:11][CH2:12][C:13]2[CH:18]=[CH:17][C:16]([CH2:19]Br)=[CH:15][CH:14]=2)[CH:5]=[CH:4][C:3]=1[C:21](=[O:23])[CH3:22].[S-:24][C:25]#[N:26].[K+]>CS(C)=O>[OH:1][C:2]1[C:7]([CH2:8][CH2:9][CH3:10])=[C:6]([O:11][CH2:12][C:13]2[CH:18]=[CH:17][C:16]([CH2:19][S:24][C:25]#[N:26])=[CH:15][CH:14]=2)[CH:5]=[CH:4][C:3]=1[C:21](=[O:23])[CH3:22] |f:1.2|. Reactants: CS(=O)(=O)c1nc(-c2ccc(Cl)cc2Cl)c(-c2ccc(Cl)cc2)c(N2CCCC2)n1, Oc1ccc(F)c(F)c1. The product is Fc1ccc(Oc2nc(-c3ccc(Cl)cc3Cl)c(-c3ccc(Cl)cc3)c(N3CCCC3)n2)cc1F. Reaction SMILES: [CH3:1][S:2](=[O:3])(=[O:4])[c:5]1[n:6][c:7](-[c:23]2[c:24]([Cl:30])[cH:25][c:26]([Cl:29])[cH:27][cH:28]2)[c:8](-[c:16]2[cH:17][cH:18][c:19]([Cl:22])[cH:20][cH:21]2)[c:9]([N:11]2[CH2:12][CH2:13][CH2:14][CH2:15]2)[n:10]1.[F:31][c:32]1[cH:33][c:34]([OH:39])[cH:35][cH:36][c:37]1[F:38]>>[c:5]1([O:39][c:34]2[cH:33][c:32]([F:31])[c:37]([F:38])[cH:36][cH:35]2)[n:6][c:7](-[c:23]2[c:24]([Cl:30])[cH:25][c:26]([Cl:29])[cH:27][cH:28]2)[c:8](-[c:16]2[cH:17][cH:18][c:19]([Cl:22])[cH:20][cH:21]2)[c:9]([N:11]2[CH2:12][CH2:13][CH2:14][CH2:15]2)[n:10]1. Reactants: C(C(=O)OCC)(=O)OCC (diethyl oxalate), C(C1=CC=CC=C1)OCC(=O)OCC (ethyl benzyloxyacetate), [H-].[Na+] (sodium hydride), Cl.NC=1SCCN1 (2-amino-2-thiazoline hydrochloride), intermediate 1. Yields the product C(C1=CC=CC=C1)OC1=C(N=C2N(C1=O)CCS2)C(=O)OCC (Ethyl 6-(benzyloxy)-5-oxo-3,5-dihydro-2H-thiazolo[3,2-a]pyrimidine-7-carboxylate). Yield: 45.9%. RXN SMILES: [C:1]([O:8][CH2:9][CH3:10])(=[O:7])[C:2](OCC)=O.[CH2:11]([O:18][CH2:19][C:20]([O:22]CC)=O)[C:12]1[CH:17]=[CH:16][CH:15]=[CH:14][CH:13]=1.[H-].[Na+].Cl.[NH2:28][C:29]1[S:30][CH2:31][CH2:32][N:33]=1>>[CH2:11]([O:18][C:19]1[C:20](=[O:22])[N:33]2[CH2:32][CH2:31][S:30][C:29]2=[N:28][C:2]=1[C:1]([O:8][CH2:9][CH3:10])=[O:7])[C:12]1[CH:13]=[CH:14][CH:15]=[CH:16][CH:17]=1 |f:2.3,4.5|. Reported procedure: Reaction of diethyl oxalate (7.66 g, 52.4 mmol), ethyl benzyloxyacetate (10.2 g, 52.5 mmol) and sodium hydride (2.31 g of a 60% dispersion in mineral oil, 57.9 mmol) with 2-amino-2-thiazoline hydrochloride (7.28 g, 52.5 mmol) as described in intermediate 1 gave 7.99 g (46% yield) of the title ester as white crystals; mp 117 118° C. 1HNMR 400 MHz (CDCl3) δ (ppm): 1.32 (3H, t, J=7.1 Hz, CH3), 3.52 (2H, t, J=7.6 Hz, CH2), 4.34 (2H, q, J=7.1 Hz, OCH2), 4.49 (2H, t, J=7.6 Hz, CH2), 5.22 (2H, s, OCH2)... Reactants: Cc1nc2sccn2c1C(=O)NCC1NCC2CC(C)CC21, Cc1nc(C(=O)O)c(-c2cccc(Cl)c2)s1. As a reaction SMILES: [CH3:1][CH:2]1[CH2:3][CH:4]2[CH2:5][NH:6][CH:7]([CH2:10][NH:11][C:12](=[O:13])[c:14]3[c:15]([CH3:22])[n:16][c:17]4[s:18][cH:19][cH:20][n:21]34)[CH:8]2[CH2:9]1.[Cl:23][c:24]1[cH:25][c:26](-[c:30]2[c:31]([C:36](=[O:37])[OH:38])[n:32][c:33]([CH3:35])[s:34]2)[cH:27][cH:28][cH:29]1>>[CH3:1][CH:2]1[CH2:3][CH:4]2[CH2:5][N:6]([C:36]([c:31]3[c:30](-[c:26]4[cH:25][c:24]([Cl:23])[cH:29][cH:28][cH:27]4)[s:34][c:33]([CH3:35])[n:32]3)=[O:37])[CH:7]([CH2:10][NH:11][C:12](=[O:13])[c:14]3[c:15]([CH3:22])[n:16][c:17]4[s:18][cH:19][cH:20][n:21]34)[CH:8]2[CH2:9]1. Yields the product Cc1nc(C(=O)N2CC3CC(C)CC3C2CNC(=O)c2c(C)nc3sccn23)c(-c2cccc(Cl)c2)s1. Starting materials: CCO, CCOC(=O)CCc1cccc(NC(=O)c2cc(-c3ccc(C(F)(F)F)cc3)oc2C)c1, CCOC(C)=O, Cl, [Na+], C1CCOC1, [OH-]. The product is Cc1oc(-c2ccc(C(F)(F)F)cc2)cc1C(=O)Nc1cccc(CCC(=O)O)c1. As a reaction SMILES: [CH2:36]([OH:37])[CH3:38].[CH3:1][c:2]1[o:3][c:4](-[c:23]2[cH:24][cH:25][c:26]([C:29]([F:30])([F:31])[F:32])[cH:27][cH:28]2)[cH:5][c:6]1[C:7](=[O:8])[NH:9][c:10]1[cH:11][c:12]([CH2:16][CH2:17][C:18](=[O:19])[O:20][CH2:21][CH3:22])[cH:13][cH:14][cH:15]1.[CH3:44][CH2:45][O:46][C:47](=[O:48])[CH3:49].[ClH:35].[Na+:34].[O:39]1[CH2:40][CH2:41][CH2:42][CH2:43]1.[OH-:33]>>[CH3:1][c:2]1[o:3][c:4](-[c:23]2[cH:24][cH:25][c:26]([C:29]([F:30])([F:31])[F:32])[cH:27][cH:28]2)[cH:5][c:6]1[C:7](=[O:8])[NH:9][c:10]1[cH:11][c:12]([CH2:16][CH2:17][C:18](=[O:19])[OH:20])[cH:13][cH:14][cH:15]1. The reactants are BrC=1C(=NC=C(C1)[N+](=O)[O-])Cl (3-Bromo-2-chloro-5-nitropyridine), OC1=NC=C(C=C1)[N+](=O)[O-] (2-hydroxy-5-nitropyridine), [Na] (sodium), C(C)C(C(=O)[O-])(C(=O)[O-])CC (diethylmalonate). The product is BrC=1C(=NC=C(C1)[N+](=O)[O-])C (3-Bromo-2-methyl-5-nitropyridine). Yield: 75.0%. Reaction SMILES: [Br:1][C:2]1[C:3](Cl)=[N:4][CH:5]=[C:6]([N+:8]([O-:10])=[O:9])[CH:7]=1.O[C:13]1C=CC([N+]([O-])=O)=CN=1.[Na].C(C(CC)(C([O-])=O)C([O-])=O)C>>[Br:1][C:2]1[C:3]([CH3:13])=[N:4][CH:5]=[C:6]([N+:8]([O-:10])=[O:9])[CH:7]=1 |^1:21|. Procedure: 3-Bromo-2-chloro-5-nitropyridine (25 g, 105 mmol; prepared from 2-hydroxy-5-nitropyridine according to the procedure of V. Koch and S. Schnatterer, Synthesis 1990, 499-501) was treated with the sodium salt of diethylmalonate (17.6 mL, 116 mmol) according to the procedure of Odashima et al Bull Chem Soc Jpn 1993, 66, 797-803) to provide 17.1 g (78.8 mmol, 75%) of dark red oil: TLC Rf 0.5 (4:1 hexanes/EtOAc); 1H NMR (CDCl3, 300 MHz) δ 2.81 (s, 3H), 8.61 (d, 1H, J=2.0 Hz), 9.26 (d, 1H, J=2.0 Hz). Starting materials: ClC1=CC(=NC=N1)NC1=NC(=CC=C1)N (N2-(6-chloropyrimidin-4-yl)pyridine-2,6-diamine), NC1=CC=CC=C1 (aniline). Solvent: CCCCO (n-BuOH), CO (methanol). Yields the product NC1=CC=CC(=N1)NC1=NC=NC(=C1)NC1=CC=CC=C1 (N4-(6-aminopyridin-2-yl)-N6-phenylpyrimidine-4,6-diamine). Isolated yield 84.9%. RXN SMILES: Cl[C:2]1[N:7]=[CH:6][N:5]=[C:4]([NH:8][C:9]2[CH:14]=[CH:13][CH:12]=[C:11]([NH2:15])[N:10]=2)[CH:3]=1.[NH2:16][C:17]1[CH:22]=[CH:21][CH:20]=[CH:19][CH:18]=1>CCCCO.CO>[NH2:15][C:11]1[N:10]=[C:9]([NH:8][C:4]2[CH:3]=[C:2]([NH:16][C:17]3[CH:22]=[CH:21][CH:20]=[CH:19][CH:18]=3)[N:7]=[CH:6][N:5]=2)[CH:14]=[CH:13][CH:12]=1. Procedure: A solution of N2-(6-chloropyrimidin-4-yl)pyridine-2,6-diamine (1) (0.25 g, 1.1 mmol) and aniline (2) (0.16 g, 1.7 mmol) in n-BuOH (25 mL) was heated at 120° C. for 12 h in a pressure tube. The reaction mixture was cooled, was dissolved in methanol (10 mL) and was concentrated under reduced pressure. The residue was dissolved in ethyl acetate (35 mL) and was washed successively with 10% sodium bicarbonate solution (20 mL), water (20 mL), and saturated brine (20 mL). The ethyl acetate extract was ...